Task: describe an organic reaction: reactants, conditions, products, and yield. Dataset: the Open Reaction Database (ORD), a public repository of structured organic reaction records The reactants are C(=O)([O-])[O-].[K+].[K+] (K2CO3), N1(CCCC1)CC1=CC=C(C=C1)C1CC(C1)COS(=O)(=O)C1=CC=C(C=C1)C (toluene-4-sulfonic acid 3-(4-pyrrolidin-1-ylmethyl-phenyl)-cyclobutylmethyl ester), CC(C)(C)[O-].[K+] (KOtBu), N1=C(N=CC=C1)N1CCNCC1 (1-(2-pyrimidyl)piperizine). The solvent is CN(C)C=O (DMF), C1CCOC1 (THF). Product: N1(CCCC1)CC1=CC=C(C=C1)C1CC(C1)CN1CCN(CC1)C1=NC=CC=N1 (2-{4-[3-(4-Pyrrolidin-1-ylmethyl-phenyl)-cyclobutylmethyl]-piperazin-1-yl}-pyrimidine). The yield is 44.7%. As a reaction SMILES: [N:1]1([CH2:6][C:7]2[CH:12]=[CH:11][C:10]([CH:13]3[CH2:16][CH:15]([CH2:17]OS(C4C=CC(C)=CC=4)(=O)=O)[CH2:14]3)=[CH:9][CH:8]=2)[CH2:5][CH2:4][CH2:3][CH2:2]1.[N:29]1[CH:34]=[CH:33][CH:32]=[N:31][C:30]=1[N:35]1[CH2:40][CH2:39][NH:38][CH2:37][CH2:36]1.CC([O-])(C)C.[K+].C([O-])([O-])=O.[K+].[K+]>C1COCC1.CN(C=O)C>[N:1]1([CH2:6][C:7]2[CH:8]=[CH:9][C:10]([CH:13]3[CH2:14][CH:15]([CH2:17][N:38]4[CH2:39][CH2:40][N:35]([C:30]5[N:29]=[CH:34][CH:33]=[CH:32][N:31]=5)[CH2:36][CH2:37]4)[CH2:16]3)=[CH:11][CH:12]=2)[CH2:2][CH2:3][CH2:4][CH2:5]1 |f:2.3,4.5.6|. Procedure: To a stirring solution of toluene-4-sulfonic acid 3-(4-pyrrolidin-1-ylmethyl-phenyl)-cyclobutylmethyl ester (159.9 mg, 0.40 mmol) prepared above (Example 4, General Procedure A, Step G) in 2 mL of THF was added 1-(2-pyrimidyl)piperizine (136.2 mg, 0.8 mmol) followed by a solution of KOtBu (136 uL, 0.8 mmol, 1M THF). The reaction was heated to 70 □C (oil bath). After 1 hour DMF (1 mL) was added along with K2CO3 (2 eq). The reaction was then heated to 100 □C. After 3 hours the reaction was cooled ...